This data is from the Open Reaction Database (ORD), a public repository of structured organic reaction records. The task is: describe an organic reaction: reactants, conditions, products, and yield Starting materials: CNC, CN(C)C=O, Fc1ccc(Br)cc1COCCCCCCl, [I-], [Na+]. Product: CN(C)CCCCCOCc1cc(Br)ccc1F. As a reaction SMILES: [CH3:19][NH:20][CH3:21].[CH3:22][N:23]([CH3:24])[CH:25]=[O:26].[F:1][c:2]1[c:3]([CH2:4][O:5][CH2:6][CH2:7][CH2:8][CH2:9][CH2:10][Cl:11])[cH:12][c:13]([Br:16])[cH:14][cH:15]1.[I-:18].[Na+:17]>>[F:1][c:2]1[c:3]([CH2:4][O:5][CH2:6][CH2:7][CH2:8][CH2:9][CH2:10][N:20]([CH3:19])[CH3:21])[cH:12][c:13]([Br:16])[cH:14][cH:15]1. Starting materials: NC=1SC(=NN1)CCC1CCCCC1 (2-Amino-5-(2-cyclohexylethyl)-[1,3,4]thiadiazole), C(CC(=O)[O-])(=O)OC1=C(C=C(C=C1Cl)Cl)Cl (2,4,6-trichlorophenyl malonate). The solvent is C=1(C(=CC=CC1)C)C (xylene). The product is C1(CCCCC1)CCC1=NN2C(=NC(=CC2=O)O)S1 (2-(2-cyclohexylethyl)-7-hydroxy-5H-[1,3,4]thiadiazolo[3,2-a]pyrimidin-5-one). Yield: 82.0%. As a reaction SMILES: [NH2:1][C:2]1[S:3][C:4]([CH2:7][CH2:8][CH:9]2[CH2:14][CH2:13][CH2:12][CH2:11][CH2:10]2)=[N:5][N:6]=1.[C:15](OC1C(Cl)=CC(Cl)=CC=1Cl)(=[O:20])[CH2:16][C:17]([O-])=[O:18]>C1(C)C(C)=CC=CC=1>[CH:9]1([CH2:8][CH2:7][C:4]2[S:3][C:2]3=[N:1][C:15]([OH:20])=[CH:16][C:17](=[O:18])[N:6]3[N:5]=2)[CH2:14][CH2:13][CH2:12][CH2:11][CH2:10]1. Procedure details: 2-Amino-5-(2-cyclohexylethyl)-[1,3,4]thiadiazole (9.50 g) and 21.8 g of 2,4,6-trichlorophenyl malonate were stirred in 70 ml of xylene at a bath temperature of from 140° to 150° C. for 2 hours. After cooling, the precipitate formed was collected by filtration and washed successively with ethanol and diethyl ether to obtain 10.3 g of 2-(2-cyclohexylethyl)-7-hydroxy-5H-[1,3,4]thiadiazolo[3,2-a]pyrimidin-5-one as a colorless plate-like crystal. The reactants are BrCCCCBr, CCCC[N+](CCCC)(CCCC)CCCC, [Na+], [OH-], O, CC(C)(C)OC(=O)c1ccc(CCCCO)cc1, O=S(=O)([O-])O. The product is CC(C)(C)OC(=O)c1ccc(CCCCOCCCCBr)cc1. As a reaction SMILES: [Br:19][CH2:20][CH2:21][CH2:22][CH2:23][Br:24].[CH2:32]([N+:33]([CH2:34][CH2:35][CH2:36][CH3:37])([CH2:38][CH2:39][CH2:40][CH3:41])[CH2:42][CH2:43][CH2:44][CH3:45])[CH2:46][CH2:47][CH3:48].[Na+:26].[OH-:25].[OH2:49].[OH:1][CH2:2][CH2:3][CH2:4][CH2:5][c:6]1[cH:7][cH:8][c:9]([C:10](=[O:11])[O:12][C:13]([CH3:14])([CH3:15])[CH3:16])[cH:17][cH:18]1.[S:27](=[O:28])(=[O:29])([OH:30])[O-:31]>>[O:1]([CH2:2][CH2:3][CH2:4][CH2:5][c:6]1[cH:7][cH:8][c:9]([C:10](=[O:11])[O:12][C:13]([CH3:14])([CH3:15])[CH3:16])[cH:17][cH:18]1)[CH2:23][CH2:22][CH2:21][CH2:20][Br:19]. The reactants are CCOC(=O)c1csc(Nc2nc(C(C)(C)C)c(O)c(C(C)(C)C)n2)n1, CO, [K+], [OH-]. Product: CC(C)(C)c1nc(Nc2nc(C(=O)O)cs2)nc(C(C)(C)C)c1O. As a reaction SMILES: [CH2:1]([CH3:2])[O:3][C:4](=[O:5])[c:6]1[n:7][c:8]([NH:11][c:12]2[n:13][c:14]([C:23]([CH3:24])([CH3:25])[CH3:26])[c:15]([OH:22])[c:16]([C:18]([CH3:19])([CH3:20])[CH3:21])[n:17]2)[s:9][cH:10]1.[CH3:29][OH:30].[K+:28].[OH-:27]>>[O:3]=[C:4]([OH:5])[c:6]1[n:7][c:8]([NH:11][c:12]2[n:13][c:14]([C:23]([CH3:24])([CH3:25])[CH3:26])[c:15]([OH:22])[c:16]([C:18]([CH3:19])([CH3:20])[CH3:21])[n:17]2)[s:9][cH:10]1. Starting materials: ClC=1C=C2C=CNC2=CC1 (5-chloroindole), C(C)[Mg]Br (ethylmagnesium bromide), CC1(C(C1(C)C)C(=O)Cl)C (2,2,3,3-tetramethylcyclopropanecarbonyl chloride). The reagents and catalysts are [Cl-].[Zn+2].[Cl-] (zinc chloride). Solvent: ClCCl (dichloromethane). Yields the product ClC=1C=C2C(=CNC2=CC1)C(=O)C1C(C1(C)C)(C)C ((5-Chloro-1H-indol-3-yl)-(2,2,3,3-tetramethyl-cyclopropyl)-methanone). Yield: 42.5%. Reaction SMILES: [Cl:1][C:2]1[CH:3]=[C:4]2[C:8](=[CH:9][CH:10]=1)[NH:7][CH:6]=[CH:5]2.C([Mg]Br)C.[CH3:15][C:16]1([CH3:24])[C:18]([CH3:20])([CH3:19])[CH:17]1[C:21](Cl)=[O:22]>ClCCl.[Cl-].[Zn+2].[Cl-]>[Cl:1][C:2]1[CH:3]=[C:4]2[C:8](=[CH:9][CH:10]=1)[NH:7][CH:6]=[C:5]2[C:21]([CH:17]1[C:18]([CH3:20])([CH3:19])[C:16]1([CH3:24])[CH3:15])=[O:22] |f:4.5.6|. Reported procedure: A mixture of 5-chloroindole (0.30 g. 2.0 mmol), ethylmagnesium bromide (1.0 M solution in THF, 2.4 mL, 2.4 mmol), zinc chloride (1.0 M solution in Et2O, 2.4 mL, 2.4 mmol) and the product of Example 1A (3.0 mmol) in 15 mL of dichloromethane was processed as described in Example 1B to provide the title compound (0.23 g, 0.85 mmol, 43% yield). MS (DCI/NH3) m/z 276 (M+H)+.